Dataset: the Open Reaction Database (ORD), a public repository of structured organic reaction records. Task: describe an organic reaction: reactants, conditions, products, and yield The reactants are COC=1C=C2C=CC(=CC2=CC1)OC1=CC=C(N)C=C1 (4-(6-methoxy-naphthalen-2-yloxy)aniline), CN(C)C=O (DMF), BrCC(=O)C1=CC=C(C=C1)OCCCN(CC)CC (2-bromo-1-{4-[3-(diethylamino)propoxy]phenyl}ethanone). Run in O (H2O), CCOC(=O)C (EtOAc). Product: C(CCC)C=1N(C=C(N1)C1=CC=C(C=C1)OCCCN(CC)CC)C1=CC=C(OC=2C=C3C=CC(=CC3=CC2)O)C=C1 (6-(4-{2-butyl-4-[4-(3-diethylamino-propoxy)-phenyl]-imidazol-1-yl}-phenoxy)-naphthalen-2-ol). As a reaction SMILES: C[O:2][C:3]1[CH:4]=[C:5]2[C:10](=[CH:11][CH:12]=1)[CH:9]=[C:8]([O:13][C:14]1[CH:20]=[CH:19][C:17]([NH2:18])=[CH:16][CH:15]=1)[CH:7]=[CH:6]2.C[N:22]([CH:24]=O)C.Br[CH2:27][C:28]([C:30]1[CH:35]=[CH:34][C:33]([O:36][CH2:37][CH2:38][CH2:39][N:40]([CH2:43][CH3:44])[CH2:41][CH3:42])=[CH:32][CH:31]=1)=O>O.CCOC(C)=O>[CH2:4]([C:24]1[N:18]([C:17]2[CH:19]=[CH:20][C:14]([O:13][C:8]3[CH:9]=[C:10]4[C:5](=[CH:6][CH:7]=3)[CH:4]=[C:3]([OH:2])[CH:12]=[CH:11]4)=[CH:15][CH:16]=2)[CH:27]=[C:28]([C:30]2[CH:35]=[CH:34][C:33]([O:36][CH2:37][CH2:38][CH2:39][N:40]([CH2:43][CH3:44])[CH2:41][CH3:42])=[CH:32][CH:31]=2)[N:22]=1)[CH2:3][CH2:12][CH3:11]. Procedure: To a stirred solution of an 4-(6-methoxy-naphthalen-2-yloxy)aniline (5 mmol) in anhydrous DMF (20 mL) DIEA (15 mmol) was added, followed by slow addition of the 2-bromo-1-{4-[3-(diethylamino)propoxy]phenyl}ethanone described above (4.6 mmol), according to General Procedure R2. The reaction mixture was stirred under nitrogen at rt until completion, as indicated by TLC or HPLC. The reaction mixture was then diluted with cold H2O and the product was isolated in EtOAc. The combined organic layers we...